This data is from the Open Reaction Database (ORD), a public repository of structured organic reaction records. The task is: describe an organic reaction: reactants, conditions, products, and yield Reactants: C(CCCCCC)OC1=C(C=CC2=CC=CC=C12)/C=C/C(=O)OC (methyl (E)-3-(heptyloxynaphth-2-yl)acrylate), S(O)(O)(=O)=O (sulfuric acid). Solvent: [OH-].[K+] (potassium hydroxide). Run at time 16 hour. Yields the product C(CCCCCC)OC=1C=C2C=CC(=CC2=CC1)/C=C/C(=O)O ((E)-3-(6-heptyloxynaphth-2-yl)acrylic acid). As a reaction SMILES: C(O[C:9]1[C:18]2[C:13](=[CH:14][CH:15]=[CH:16][CH:17]=2)[CH:12]=[CH:11][C:10]=1/[CH:19]=[CH:20]/[C:21]([O:23]C)=[O:22])CCCCCC.S(=O)(=O)(O)O>[OH-].[K+]>[CH2:21]([O:22][C:15]1[CH:14]=[C:13]2[C:18](=[CH:17][CH:16]=1)[CH:9]=[C:10](/[CH:19]=[CH:20]/[C:21]([OH:23])=[O:22])[CH:11]=[CH:12]2)[CH2:20][CH2:19][CH2:10][CH2:9][CH2:18][CH3:17] |f:2.3|. Procedure details: A mixture of 0.8 g of methyl (E)-3-(heptyloxynaphth-2-yl)acrylate and 10 ml of 10 percent methanolic potassium hydroxide solution is allowed to stand for 16 hours at room temperature. Thereafter, acidification is effected with aqueous 1 N sulfuric acid with continuous stirring and with cooling, extraction is effected with methylene chloride and the organic phase is washed several times with water, dried over magnesium sulfate and evaporated down. Crystallization from hexane/ethyl acetate gives (... Reactants: COC1=C2C=CC=CC2=C(C=2SC=CC21)OC (4,9-dimethoxynaphtho[2,3-b]thiophene), C(C)(=O)Cl (acetyl chloride), [Al+3].[Cl-].[Cl-].[Cl-] (AlCl3), ice water, Cl (HCl), CrO3. Solvent: CC(C)O (i-PrOH), ClCCCl (1,2-dichloroethane), CC(=O)O (HOAc). Reaction conditions: temperature 5 celsius, time 4 hour. Product: C(C)(=O)C1=CC2=C(S1)C(C1=CC=CC=C1C2=O)=O (2-acetyl naphtho[2,3-b]thiophene-4,9-dione). Reaction SMILES: C[O:2][C:3]1[C:15]2[CH:14]=[CH:13][S:12][C:11]=2[C:10]([O:16]C)=[C:9]2[C:4]=1[CH:5]=[CH:6][CH:7]=[CH:8]2.[C:18](Cl)(=[O:20])[CH3:19].[Al+3].[Cl-].[Cl-].[Cl-].Cl>ClCCCl.CC(O)C.CC(O)=O>[C:18]([C:13]1[S:12][C:11]2[C:10](=[O:16])[C:9]3[C:4]([C:3](=[O:2])[C:15]=2[CH:14]=1)=[CH:5][CH:6]=[CH:7][CH:8]=3)(=[O:20])[CH3:19] |f:2.3.4.5|. Reported procedure: To 4 (1.5 g) in 1,2-dichloroethane (120 mL) were added acetyl chloride (4.3 mL, 55 mmol) and AlCl3 (7.3 g, 55 mmol). The resulting mixture was stirred at 5±2° C. for 4 h and then poured into ice water and acidified with conc. HCl. The organic layer was washed with water, dried over anhydrous MgSO4 and evaporated. CrO3 (0.5 g, 50 mmol) and HOAc (12 mL) were added to the residue. The mixture was stirred at room temperature for 8 h, and then i-PrOH (30 mL) was added, and the resulting solution extr...